From a dataset of the Open Reaction Database (ORD), a public repository of structured organic reaction records. describe an organic reaction: reactants, conditions, products, and yield Reactants: CCCCCCSc1ncn(COCC[Si](C)(C)C)c1-c1cccnc1, CCCC[N+](CCCC)(CCCC)CCCC, C1CCOC1, [F-]. Yields the product CCCCCCSc1nc[nH]c1-c1cccnc1. RXN SMILES: [CH2:1]([CH2:2][CH2:3][CH2:4][CH2:5][CH3:6])[S:7][c:8]1[c:9](-[c:21]2[cH:22][n:23][cH:24][cH:25][cH:26]2)[n:10]([CH2:13][O:14][CH2:15][CH2:16][Si:17]([CH3:18])([CH3:19])[CH3:20])[cH:11][n:12]1.[CH2:28]([N+:29]([CH2:30][CH2:31][CH2:32][CH3:33])([CH2:34][CH2:35][CH2:36][CH3:37])[CH2:38][CH2:39][CH2:40][CH3:41])[CH2:42][CH2:43][CH3:44].[CH2:45]1[O:46][CH2:47][CH2:48][CH2:49]1.[F-:27]>>[CH2:1]([CH2:2][CH2:3][CH2:4][CH2:5][CH3:6])[S:7][c:8]1[c:9](-[c:21]2[cH:22][n:23][cH:24][cH:25][cH:26]2)[nH:10][cH:11][n:12]1. The reactants are CC(C)(C)OC(=O)NC(Cc1ccc(F)cc1)C(=O)O, CCOC(C)=O, [H-], CI, [Na+], C1CCOC1, O. Product: CN(C(=O)OC(C)(C)C)C(Cc1ccc(F)cc1)C(=O)O. RXN SMILES: [C:1]([CH3:2])([CH3:3])([CH3:4])[O:5][C:6](=[O:7])[NH:8][CH:9]([C:10](=[O:11])[OH:12])[CH2:13][c:14]1[cH:15][cH:16][c:17]([F:20])[cH:18][cH:19]1.[CH3:25][CH2:26][O:27][C:28](=[O:29])[CH3:30].[H-:23].[I:21][CH3:22].[Na+:24].[O:31]1[CH2:32][CH2:33][CH2:34][CH2:35]1.[OH2:36]>>[C:1]([CH3:2])([CH3:3])([CH3:4])[O:5][C:6](=[O:7])[N:8]([CH:9]([C:10](=[O:11])[OH:12])[CH2:13][c:14]1[cH:15][cH:16][c:17]([F:20])[cH:18][cH:19]1)[CH3:25]. The reactants are O1C(OCC1)C=1SC(=CN1)C=O (2-(1,3-dioxolan-2-yl)-1,3-thiazole-5-carbaldehyde), methyllithium diethyl ether, C(CC(O)(C(=O)O)CC(=O)O)(=O)O (citric acid). The solvent is O1CCCC1 (tetrahydrofuran). Conditions: temperature 0 celsius, time 30 minute. Yields the product O1C(OCC1)C=1SC(=CN1)C(C)O (1-[2-(1,3-dioxolan-2-yl)-1,3-thiazol-5-yl]ethanol). Isolated yield 80.0%. Reaction SMILES: [O:1]1[CH2:5][CH2:4][O:3][CH:2]1[C:6]1[S:7][C:8]([CH:11]=[O:12])=[CH:9][N:10]=1.[C:13](O)(=O)CC(CC(O)=O)(C(O)=O)O>O1CCCC1>[O:3]1[CH2:4][CH2:5][O:1][CH:2]1[C:6]1[S:7][C:8]([CH:11]([OH:12])[CH3:13])=[CH:9][N:10]=1. Procedure details: To a solution of 2-(1,3-dioxolan-2-yl)-1,3-thiazole-5-carbaldehyde (2.25 g) in tetrahydrofuran (20 mL) was slowly added a 1.13M methyllithium diethyl ether solution (12.0 mL) at 0° C. under a nitrogen atmosphere. The reaction mixture was stirred at 0° C. for 30 min, 10% aqueous citric acid solution was added, and the mixture was extracted with ethyl acetate. The ethyl acetate layer was washed with saturated brine, dried (MgSO4) and concentrated. The obtained residue was subjected to silica gel c... Starting materials: CN(C)C=O, [Cl-], CSc1nsc(Cl)n1, OCc1ccccc1Cl, [H-], [Na+], [Na+]. Reaction SMILES: [CH3:22][N:23]([CH3:24])[CH:25]=[O:26].[Cl-:21].[Cl:12][c:13]1[n:14][c:15]([S:18][CH3:19])[n:16][s:17]1.[Cl:1][c:2]1[c:3]([CH2:4][OH:5])[cH:6][cH:7][cH:8][cH:9]1.[H-:10].[Na+:11].[Na+:20]>>[Cl:1][c:2]1[c:3]([CH2:4][O:5][c:13]2[n:14][c:15]([S:18][CH3:19])[n:16][s:17]2)[cH:6][cH:7][cH:8][cH:9]1. The product is CSc1nsc(OCc2ccccc2Cl)n1. Starting materials: [Si](C)(C)(C(C)(C)C)OCC=1C=C(C=C(C1)CO[Si](C)(C)C(C)(C)C)C=1C=CC2=CC=C3C=CC=C4C=CC1C2=C43 (3-(3,5-bis-tert-butyldimethylsilyloxymethylphenyl)-pyrene), C(C1=CC=C(OC)C=C1)(C1=CC=C(OC)C=C1)(C1=CC=CC=C1)Cl (DMTrCl). Solvent: CO (methanol). Reaction conditions: time 27 hour. Yields the product OCC=1C=C(C=C(C1)COC(C1=CC=C(C=C1)OC)(C1=CC=C(C=C1)OC)C1=CC=CC=C1)C1=CC=C2C=CC3=CC=CC4=CC=C1C2=C34 (1-(3-hydroxymethyl-5-(4,4′-dimethoxytrityloxy)methylphenyl)-pyrene). Reaction SMILES: [Si]([O:8][CH2:9][C:10]1[CH:11]=[C:12]([C:25]2[CH:26]=[CH:27][C:28]3[C:39]4=[C:40]5[C:31]([CH:32]=[CH:33][CH:34]=[C:35]5[CH:36]=[CH:37][C:38]=24)=[CH:30][CH:29]=3)[CH:13]=[C:14]([CH2:16][O:17][Si](C(C)(C)C)(C)C)[CH:15]=1)(C(C)(C)C)(C)C.[C:41](Cl)([C:58]1[CH:63]=[CH:62][CH:61]=[CH:60][CH:59]=1)([C:50]1[CH:57]=[CH:56][C:53]([O:54][CH3:55])=[CH:52][CH:51]=1)[C:42]1[CH:49]=[CH:48][C:45]([O:46][CH3:47])=[CH:44][CH:43]=1>CO>[OH:8][CH2:9][C:10]1[CH:11]=[C:12]([C:25]2[C:38]3[C:39]4=[C:40]5[C:35](=[CH:36][CH:37]=3)[CH:34]=[CH:33][CH:32]=[C:31]5[CH:30]=[CH:29][C:28]4=[CH:27][CH:26]=2)[CH:13]=[C:14]([CH2:16][O:17][C:41]([C:58]2[CH:63]=[CH:62][CH:61]=[CH:60][CH:59]=2)([C:50]2[CH:57]=[CH:56][C:53]([O:54][CH3:55])=[CH:52][CH:51]=2)[C:42]2[CH:49]=[CH:48][C:45]([O:46][CH3:47])=[CH:44][CH:43]=2)[CH:15]=1. Procedure: 14.5 ml of pyrizine were added to dissolve 0.932 g of Compound (14) in an Ar atmosphere, and 1.27 g (3.77 mmol, 1.3 eq) of DMTrCl was added. This was agitated for 27 hours in an Ar atmosphere. After extraction with chloroform, the organic layer was washed with H2O, sat. NaHCO3 aq and sat. NaCl aq, and dried by addition of anhydrous NaSO4. The solvent was distilled off under reduced pressure, and 0.4632 g (0.72 mmol, 3-step 30%) of Compound (14) was isolated by silica gel chromatography (chlorofo... Starting materials: O=C(O)c1cc(Br)c(Br)o1, CC(=O)O, Cc1ccccc1, O, [Zn]. Product: O=C(O)c1cc(Br)co1. RXN SMILES: [Br:1][c:2]1[cH:3][c:4]([C:8](=[O:9])[OH:10])[o:5][c:6]1[Br:7].[C:12]([OH:13])(=[O:14])[CH3:15].[CH3:16][c:17]1[cH:18][cH:19][cH:20][cH:21][cH:22]1.[OH2:11].[Zn:23]>>[Br:1][c:2]1[cH:3][c:4]([C:8](=[O:9])[OH:10])[o:5][cH:6]1. The reactants are C(C)(C)(C)OC(C(C)(C)SC=1SC=C(N1)CCN(CCCCCCC)C1=NC=C(C=N1)Br)=O (2-[(4-{2-[(5-bromopyrimidin-2-yl)(heptyl)amino]ethyl}-1,3-thiazol-2-yl)thio]-2-methylpropionic acid tert-butyl ester), N1CCOCC1 (morpholine), C(C)(C)(C)P(C1=C(C=CC=C1)C1=CC=CC=C1)C(C)(C)C (2-(di-tert-butylphosphino)biphenyl), CC(C)([O-])C.[Na+] (sodium tert-butoxide). Reagents/catalysts: C=1C=CC(=CC1)/C=C/C(=O)/C=C/C2=CC=CC=C2.C=1C=CC(=CC1)/C=C/C(=O)/C=C/C2=CC=CC=C2.C=1C=CC(=CC1)/C=C/C(=O)/C=C/C2=CC=CC=C2.[Pd].[Pd] (Tris(dibenzylideneacetone)dipalladium). Run in C1(=CC=CC=C1)C (toluene). Conditions: temperature 110 celsius, time 8 hour. Yields the product C(C)(C)(C)OC(C(C)(C)SC=1SC=C(N1)CCN(C1=NC=C(C=N1)N1CCOCC1)CCCCCCC)=O (2-[(4-{2-[heptyl(5-morpholin-4-ylpyrimidin-2-yl)amino]ethyl}-1,3-thiazol-2-yl)thio]-2-methylpropionic acid tert-butyl ester). Isolated yield 53.9%. RXN SMILES: C(P(C(C)(C)C)C1C=CC=CC=1C1C=CC=CC=1)(C)(C)C.CC(C)([O-])C.[Na+].[C:28]([O:32][C:33](=[O:60])[C:34]([S:37][C:38]1[S:39][CH:40]=[C:41]([CH2:43][CH2:44][N:45]([C:53]2[N:58]=[CH:57][C:56](Br)=[CH:55][N:54]=2)[CH2:46][CH2:47][CH2:48][CH2:49][CH2:50][CH2:51][CH3:52])[N:42]=1)([CH3:36])[CH3:35])([CH3:31])([CH3:30])[CH3:29].[NH:61]1[CH2:66][CH2:65][O:64][CH2:63][CH2:62]1>C1(C)C=CC=CC=1.C1C=CC(/C=C/C(/C=C/C2C=CC=CC=2)=O)=CC=1.C1C=CC(/C=C/C(/C=C/C2C=CC=CC=2)=O)=CC=1.C1C=CC(/C=C/C(/C=C/C2C=CC=CC=2)=O)=CC=1.[Pd].[Pd]>[C:28]([O:32][C:33](=[O:60])[C:34]([S:37][C:38]1[S:39][CH:40]=[C:41]([CH2:43][CH2:44][N:45]([CH2:46][CH2:47][CH2:48][CH2:49][CH2:50][CH2:51][CH3:52])[C:53]2[N:58]=[CH:57][C:56]([N:61]3[CH2:66][CH2:65][O:64][CH2:63][CH2:62]3)=[CH:55][N:54]=2)[N:42]=1)([CH3:36])[CH3:35])([CH3:31])([CH3:30])[CH3:29] |f:1.2,6.7.8.9.10|. Reported procedure: Tris(dibenzylideneacetone)dipalladium (45 mg), 2-(di-tert-butylphosphino)biphenyl (29 mg) and sodium tert-butoxide (104 mg) were added to a 20 mL screw cap test tube substituted with nitrogen, and a solution of 2-[(4-{2-[(5-bromopyrimidin-2-yl)(heptyl)amino]ethyl}-1,3-thiazol-2-yl)thio]-2-methylpropionic acid tert-butyl ester (550 mg) synthesized in Example 442-1 and morpholine (129 mg) in toluene (2.0 mL) was added thereto. The test tube was capped, and stirred at 110° C. for 8 hr. After coolin... Run at temperature 24 celsius, time 12 hour. The reactants are [O-2].[Al+3].[O-2].[O-2].[Al+3] (aluminum oxide), C1(=CCC1)C(=O)O (Cyclobut-1-enecarboxylic acid), Cl.COC(CN)=O (glycine methyl ester hydrochloride), Cl.CN(CCCN=C=NCC)C (1-(3-dimethylaminopropyl)-3-ethylcarbodiimide hydrochloride), C(C)(C)N(C(C)C)CC (N,N-diisopropylethylamine). Procedure details: Cyclobut-1-enecarboxylic acid (300 mg, 3.06 mmol), glycine methyl ester hydrochloride (423 mg, 3.37 mmol), and 1-(3-dimethylaminopropyl)-3-ethylcarbodiimide hydrochloride (704 mg, 3.67 mmol) were added to a round-bottomed flask. After addition of CH2Cl2 (6 mL) and N,N-diisopropylethylamine (1.07 mL, 6.12 mmol), the reaction mixture was stirred for 12 h at 24° C. When the reaction was complete, EtOAc (60 mL) was added and the resulting solution was washed with 1N aq HCl (3×20 mL) and 5% aq NaHCO3... Product: CCOC(=O)C.C(Cl)Cl (EtOAc CH2Cl2). Isolated yield 40.8%. As a reaction SMILES: [C:1]1([C:5]([OH:7])=[O:6])CCC=1.[ClH:8].[CH3:9]O[C:11](=O)[CH2:12]N.[ClH:15].CN(C)CCCN=C=NCC.C(N(CC)C(C)C)(C)C.[O-2].[Al+3].[O-2].[O-2].[Al+3]>CCOC(C)=O.C(Cl)Cl>[CH3:11][CH2:12][O:7][C:5]([CH3:1])=[O:6].[CH2:9]([Cl:15])[Cl:8] |f:1.2,3.4,6.7.8.9.10,13.14|. Solvent: C(Cl)Cl (CH2Cl2), CCOC(=O)C (EtOAc).